This data is from the Open Reaction Database (ORD), a public repository of structured organic reaction records. The task is: describe an organic reaction: reactants, conditions, products, and yield Starting materials: ClC=1C(=NC=C(C1)C#CC1=C(C=C(C=C1)OC)C)C#N (3-Chloro-5-((4-methoxy-2-methylphenyl)ethynyl)picolinonitrile), CC1(OB(OC1(C)C)C1=C(C=CC=C1)NC(OC(C)(C)C)=O)C (tert-butyl 2-(4,4,5,5-tetramethyl-1,3,2-dioxaborolan-2-yl)phenylcarbamate), [O-]P(=O)([O-])[O-].[K+].[K+].[K+] (K3PO4), C1(CCCCC1)P(C1=C(C=CC=C1)C1=C(C=CC=C1OC)OC)C1CCCCC1 (2-dicyclohexylphosphino-2′,6′-dimethoxybiphenyl). The reagents and catalysts are C=1C=CC(=CC1)/C=C/C(=O)/C=C/C2=CC=CC=C2.C=1C=CC(=CC1)/C=C/C(=O)/C=C/C2=CC=CC=C2.C=1C=CC(=CC1)/C=C/C(=O)/C=C/C2=CC=CC=C2.[Pd].[Pd] (tris(dibenzylideneacetone)dipalladium(0)). The solvent is O (water), C(CCC)O (n-Butanol). Conditions: temperature 100 celsius, time 8 hour. The product is COC1=CC(=C(C=C1)C#CC=1C=NC2=C(N=C3C(=C2C1)C=CC(=C3)C)N)C (2-((4-methoxy-2-methylphenyl)ethynyl)-8-methylbenzo[f][1,7]naphthyridin-5-amine). As a reaction SMILES: Cl[C:2]1[C:3]([C:19]#[N:20])=[N:4][CH:5]=[C:6]([C:8]#[C:9][C:10]2[CH:15]=[CH:14][C:13]([O:16][CH3:17])=[CH:12][C:11]=2[CH3:18])[CH:7]=1.CC1(C)C(C)(C)OB([C:29]2[CH:34]=[CH:33][CH:32]=[CH:31][C:30]=2[NH:35]C(=O)OC(C)(C)C)O1.[O-]P([O-])([O-])=O.[K+].[K+].[K+].[CH:52]1(P(C2CCCCC2)C2C=CC=CC=2C2C(OC)=CC=CC=2OC)CCCCC1>C1C=CC(/C=C/C(/C=C/C2C=CC=CC=2)=O)=CC=1.C1C=CC(/C=C/C(/C=C/C2C=CC=CC=2)=O)=CC=1.C1C=CC(/C=C/C(/C=C/C2C=CC=CC=2)=O)=CC=1.[Pd].[Pd].O.C(O)CCC>[CH3:17][O:16][C:13]1[CH:14]=[CH:15][C:10]([C:9]#[C:8][C:6]2[CH:5]=[N:4][C:3]3[C:2]([CH:7]=2)=[C:31]2[CH:32]=[CH:33][C:34]([CH3:52])=[CH:29][C:30]2=[N:35][C:19]=3[NH2:20])=[C:11]([CH3:18])[CH:12]=1 |f:2.3.4.5,7.8.9.10.11|. Procedure: To a round bottom flask with refluxing condenser were added 3-Chloro-5-((4-methoxy-2-methylphenyl)ethynyl)picolinonitrile (from the previous step) (1 eq.), tert-butyl 2-(4,4,5,5-tetramethyl-1,3,2-dioxaborolan-2-yl)phenylcarbamate (1.25 eq.), K3PO4 (2 eq.), tris(dibenzylideneacetone)dipalladium(0) (0.05 eq.), and 2-dicyclohexylphosphino-2′,6′-dimethoxybiphenyl (0.1 eq.). n-Butanol and water (5:2, 0.2 M) were added, and the content were degassed (vacuum followed by nitrogen flush) for three times.... Starting materials: Compound II, CN(NC(NCC1=CC=CC2=CC=CC=C12)=O)CC(=O)O (2-(1-methyl-2-(naphthalen-1-ylmethylcarbamoyl)hydrazinyl)acetic acid), N[C@@H](CC(=O)OC(C)(C)C)C(=O)N(CC1=CC=CC2=CC=CC=C12)[C@H](C(OCC)OCC)C ((S)-tert-butyl 3-amino-4-(((S)-1,1-diethoxypropan-2-yl)(naphthalen-1-ylmethyl)amino)-4-oxobutanoate). The product is C(C)OC([C@H](C)N(C([C@H](CC(=O)OC(C)(C)C)NC(CN(NC(NCC1=CC=CC2=CC=CC=C12)=O)C)=O)=O)CC1=CC=CC2=CC=CC=C12)OCC ((S)-tert-butyl 4-(((S)-1,1-diethoxypropan-2-yl)(naphthalen-1-ylmethyl)amino)-3-(2-(1-methyl-2-(naphthalen-1-ylmethylcarbamoyl)hydrazinyl)acetamido)-4-oxobutanoate). Reaction SMILES: [CH3:1][N:2]([CH2:18][C:19]([OH:21])=O)[NH:3][C:4](=[O:17])[NH:5][CH2:6][C:7]1[C:16]2[C:11](=[CH:12][CH:13]=[CH:14][CH:15]=2)[CH:10]=[CH:9][CH:8]=1.[NH2:22][C@H:23]([C:32]([N:34]([C@@H:46]([CH3:54])[CH:47]([O:51][CH2:52][CH3:53])[O:48][CH2:49][CH3:50])[CH2:35][C:36]1[C:45]2[C:40](=[CH:41][CH:42]=[CH:43][CH:44]=2)[CH:39]=[CH:38][CH:37]=1)=[O:33])[CH2:24][C:25]([O:27][C:28]([CH3:31])([CH3:30])[CH3:29])=[O:26]>>[CH2:49]([O:48][CH:47]([O:51][CH2:52][CH3:53])[C@@H:46]([N:34]([CH2:35][C:36]1[C:45]2[C:40](=[CH:41][CH:42]=[CH:43][CH:44]=2)[CH:39]=[CH:38][CH:37]=1)[C:32](=[O:33])[C@@H:23]([NH:22][C:19](=[O:21])[CH2:18][N:2]([CH3:1])[NH:3][C:4](=[O:17])[NH:5][CH2:6][C:7]1[C:16]2[C:11](=[CH:12][CH:13]=[CH:14][CH:15]=2)[CH:10]=[CH:9][CH:8]=1)[CH2:24][C:25]([O:27][C:28]([CH3:30])([CH3:31])[CH3:29])=[O:26])[CH3:54])[CH3:50]. Procedure: According to the procedure described in the synthesis method of Compound II-15, 2-(1-methyl-2-(naphthalen-1-ylmethylcarbamoyl)hydrazinyl)acetic acid (Compound VI-8) 94 mg (0.33 mmol) was coupled with (S)-tert-butyl 3-amino-4-(((S)-1,1-diethoxypropan-2-yl)(naphthalen-1-ylmethyl)amino)-4-oxobutanoate (Compound IV-16) 100 mg (0.22 mmol) to obtain the title compound. Starting materials: C(C)OC(C(OCC1=CC=C(C=C1)OC)C1=C(C2=CC=CC(=C2C=C1C)OC)C1=CC=C(C=C1)Cl)=O ([1-(4-chloro-phenyl)-5-methoxy-3-methyl-naphthalen-2-yl]-(4-methoxy-benzyloxy)-acetic acid ethyl ester), FC(C(=O)O)(F)F (trifluoroacetic acid). The solvent is ClCCl (dichloromethane). Run at time 2 hour. The product is C(C)OC(C(O)C1=C(C2=CC=CC(=C2C=C1C)OC)C1=CC=C(C=C1)Cl)=O ([1-(4-chloro-phenyl)-5-methoxy-3-methyl-naphthalen-2-yl]-hydroxy-acetic acid ethyl ester). As a reaction SMILES: [CH2:1]([O:3][C:4](=[O:36])[CH:5]([C:16]1[C:25]([CH3:26])=[CH:24][C:23]2[C:18](=[CH:19][CH:20]=[CH:21][C:22]=2[O:27][CH3:28])[C:17]=1[C:29]1[CH:34]=[CH:33][C:32]([Cl:35])=[CH:31][CH:30]=1)[O:6]CC1C=CC(OC)=CC=1)[CH3:2].FC(F)(F)C(O)=O>ClCCl>[CH2:1]([O:3][C:4](=[O:36])[CH:5]([C:16]1[C:25]([CH3:26])=[CH:24][C:23]2[C:18](=[CH:19][CH:20]=[CH:21][C:22]=2[O:27][CH3:28])[C:17]=1[C:29]1[CH:30]=[CH:31][C:32]([Cl:35])=[CH:33][CH:34]=1)[OH:6])[CH3:2]. Reported procedure: To a solution of [1-(4-chloro-phenyl)-5-methoxy-3-methyl-naphthalen-2-yl]-(4-methoxy-benzyloxy)-acetic acid ethyl ester (58 mg, 0.115 mmol) in dichloromethane (3 mL) was added trifluoroacetic acid (58 μL). The reaction mixture was stirred for 2 h at room temperature and then quenched carefully with sat. NaHCO3. The aqueous layer was extracted with dichloromethane twice, and then the combined organic layers were washed with water, dried (Na2SO4), concentrated and purified by flash column chromato... Reactants: Cn1cc(C=O)c(-c2ccc([N+](=O)[O-])o2)n1, CC(=O)[O-], CCO, Cl, Cl, NNc1cnc2ccccc2c1, [Na+]. Product: Cn1cc(C=NNc2cnc3ccccc3c2)c(-c2ccc([N+](=O)[O-])o2)n1. RXN SMILES: [CH3:1][n:2]1[n:3][c:4](-[c:9]2[o:10][c:11]([N+:14](=[O:15])[O-:16])[cH:12][cH:13]2)[c:5]([CH:7]=[O:8])[cH:6]1.[CH3:32][C:33](=[O:34])[O-:35].[CH3:36][CH2:37][OH:38].[ClH:17].[ClH:18].[NH:19]([NH2:20])[c:21]1[cH:22][n:23][c:24]2[cH:25][cH:26][cH:27][cH:28][c:29]2[cH:30]1.[Na+:31]>>[CH3:1][n:2]1[n:3][c:4](-[c:9]2[o:10][c:11]([N+:14](=[O:15])[O-:16])[cH:12][cH:13]2)[c:5]([CH:7]=[N:20][NH:19][c:21]2[cH:22][n:23][c:24]3[cH:25][cH:26][cH:27][cH:28][c:29]3[cH:30]2)[cH:6]1. Solvent: ClCCl (dichloromethane). The reactants are C(C)(C)(C)OC(=O)NCCC(=O)N[C@@H](C)C(=O)OCCOC1=CC=C(C=C1)C1=C(C(=NC(=C1C#N)SCC=1N=C(SC1)C1=CC=C(C=C1)Cl)N1CCC1)C#N (2-{4-(2-(azetidin-1-yl)-6-({(2-(4-chlorophenyl)-1,3-thiazol-4-yl)methyl}sulfanyl)-3,5-dicyanopyridin-4-yl)phenoxy}ethyl N-(tert-butoxycarbonyl)-beta-alanyl-L-alaninate), FC(C(=O)O)(F)F (trifluoroacetic acid). Reaction SMILES: C(OC([NH:8][CH2:9][CH2:10][C:11]([NH:13][C@H:14]([C:16]([O:18][CH2:19][CH2:20][O:21][C:22]1[CH:27]=[CH:26][C:25]([C:28]2[C:33]([C:34]#[N:35])=[C:32]([S:36][CH2:37][C:38]3[N:39]=[C:40]([C:43]4[CH:48]=[CH:47][C:46]([Cl:49])=[CH:45][CH:44]=4)[S:41][CH:42]=3)[N:31]=[C:30]([N:50]3[CH2:53][CH2:52][CH2:51]3)[C:29]=2[C:54]#[N:55])=[CH:24][CH:23]=1)=[O:17])[CH3:15])=[O:12])=O)(C)(C)C.FC(F)(F)C(O)=O>ClCCl>[NH2:8][CH2:9][CH2:10][C:11]([NH:13][C@H:14]([C:16]([O:18][CH2:19][CH2:20][O:21][C:22]1[CH:23]=[CH:24][C:25]([C:28]2[C:33]([C:34]#[N:35])=[C:32]([S:36][CH2:37][C:38]3[N:39]=[C:40]([C:43]4[CH:44]=[CH:45][C:46]([Cl:49])=[CH:47][CH:48]=4)[S:41][CH:42]=3)[N:31]=[C:30]([N:50]3[CH2:51][CH2:52][CH2:53]3)[C:29]=2[C:54]#[N:55])=[CH:26][CH:27]=1)=[O:17])[CH3:15])=[O:12]. Reaction conditions: time 8 hour. Procedure details: 90 mg (0.113 mmol) of 2-{4-(2-(azetidin-1-yl)-6-({(2-(4-chlorophenyl)-1,3-thiazol-4-yl)methyl}sulfanyl)-3,5-dicyanopyridin-4-yl)phenoxy}ethyl N-(tert-butoxycarbonyl)-beta-alanyl-L-alaninate (Example 4A) were initially charged in 3.5 ml of dichloromethane. 0.347 ml (4.502 mmol) of trifluoroacetic acid was added, and the reaction solution was then stirred at RT overnight. The reaction solution was concentrated by evaporation and the residue was purified by preparative HPLC (acetonitrile/water+0.1%... Yields the product NCCC(=O)N[C@@H](C)C(=O)OCCOC1=CC=C(C=C1)C1=C(C(=NC(=C1C#N)SCC=1N=C(SC1)C1=CC=C(C=C1)Cl)N1CCC1)C#N (2-{4-(2-(Azetidin-1-yl)-6-({(2-(4-chlorophenyl)-1,3-thiazol-4-yl)methyl}sulfanyl)-3,5-dicyanopyridin-4-yl)phenoxy}ethyl beta-alanyl-L-alaninate). Reactants: FC=1C(=NC(NC1)=O)N (5-Fluorocytosine), C([O-])([O-])=O.[K+].[K+] (potassium carbonate), BrCC(=O)OCC (ethyl bromoacetate). The solvent is CN(C=O)C (N,N-dimethylformamide). Reaction conditions: temperature 100 celsius, time 8 hour. Yields the product NC1=NC(N(C=C1F)CC(=O)OCC)=O (ethyl 2-(4-amino-5-fluoro-2-oxopyrimidine-1(2H)-yl)acetate). The yield is 39.0%. RXN SMILES: [F:1][C:2]1[C:3]([NH2:9])=[N:4][C:5](=[O:8])[NH:6][CH:7]=1.C(=O)([O-])[O-].[K+].[K+].Br[CH2:17][C:18]([O:20][CH2:21][CH3:22])=[O:19]>CN(C)C=O>[NH2:9][C:3]1[C:2]([F:1])=[CH:7][N:6]([CH2:17][C:18]([O:20][CH2:21][CH3:22])=[O:19])[C:5](=[O:8])[N:4]=1 |f:1.2.3|. Reported procedure: 5-Fluorocytosine (500 mg) and potassium carbonate (803 mg) were suspended in N,N-dimethylformamide (5 mL) and ethyl bromoacetate (430 μL) was added to the suspension. The mixture was stirred at 100° C. overnight. The resulting precipitate was removed by filtration and the filtrate was concentrated under reduced pressure. The resulting residue was purified by silica gel column chromatography (methylene chloride:methanol=99:1 to 92:9) to give 329 mg (39% yield) of the desired product as a white am... Reactants: O=C(c1ccccc1)C1CN(Cc2ccccc2)CCO1, C[S+](C)(C)=O, CN(C)C=O, CS(C)=O, [H-], [I-], [Na+], O. The product is c1ccc(CN2CCOC(C3(c4ccccc4)CO3)C2)cc1. Reaction SMILES: [CH2:13]([c:14]1[cH:15][cH:16][cH:17][cH:18][cH:19]1)[N:20]1[CH2:21][CH:22]([C:26](=[O:27])[c:28]2[cH:29][cH:30][cH:31][cH:32][cH:33]2)[O:23][CH2:24][CH2:25]1.[CH3:2][S+:3]([CH3:4])([CH3:5])=[O:6].[CH3:34][N:35]([CH3:36])[CH:37]=[O:38].[CH3:9][S:10]([CH3:11])=[O:12].[H-:7].[I-:1].[Na+:8].[OH2:39]>>[CH2:9]1[C:26]([CH:22]2[CH2:21][N:20]([CH2:13][c:14]3[cH:15][cH:16][cH:17][cH:18][cH:19]3)[CH2:25][CH2:24][O:23]2)([c:28]2[cH:29][cH:30][cH:31][cH:32][cH:33]2)[O:27]1. Product: C(C)(C)(C)OC(=O)N1CCN(CC1)C1=CC(=C(C=C1)Cl)C(=O)OCC (4-(4-Chloro-3-ethoxycarbonyl-phenyl)-piperazine-1-carboxylic acid tert-butyl ester). The yield is 97.2%. As a reaction SMILES: [C:1]([O:5][C:6]([N:8]1[CH2:13][CH2:12][NH:11][CH2:10][CH2:9]1)=[O:7])([CH3:4])([CH3:3])[CH3:2].[CH2:14]([O:16][C:17](=[O:26])[C:18]1[C:23]([Cl:24])=[CH:22][CH:21]=[C:20](Br)[CH:19]=1)[CH3:15].C(=O)([O-])[O-].[Cs+].[Cs+]>C1(C)C=CC=CC=1.C([O-])(=O)C.[Pd+2].C([O-])(=O)C>[C:1]([O:5][C:6]([N:8]1[CH2:13][CH2:12][N:11]([C:20]2[CH:21]=[CH:22][C:23]([Cl:24])=[C:18]([C:17]([O:16][CH2:14][CH3:15])=[O:26])[CH:19]=2)[CH2:10][CH2:9]1)=[O:7])([CH3:4])([CH3:2])[CH3:3] |f:2.3.4,6.7.8|. Reported procedure: Piperazine-1-carboxylic acid tert-butyl ester (106 mg), 3-bromo-6-chlorobenzoic acid ethyl ester (125 mg), cesium carbonate (220 mg), palladium acetate (5 mg) and R-BINAP (22 mg) were combined in toluene (2 ml) and heated at 100° C. in a sealed vessel for 48 hr. The cooled reaction was loaded onto a silica column and eluted with iso-hexane/ethyl acetate (4:1) to give the subtitle product (170 mg). Starting materials: C(C)(C)(C)OC(=O)N1CCNCC1 (Piperazine-1-carboxylic acid tert-butyl ester), R-BINAP, C(C)OC(C1=CC(=CC=C1Cl)Br)=O (3-bromo-6-chlorobenzoic acid ethyl ester), C([O-])([O-])=O.[Cs+].[Cs+] (cesium carbonate). Conditions: temperature 100 celsius. Reagents/catalysts: C(C)(=O)[O-].[Pd+2].C(C)(=O)[O-] (palladium acetate). Run in C1(=CC=CC=C1)C (toluene). Starting materials: N1C=CC2=C(C=CC=C12)C1=CC(=C2C=NN(C2=C1)S(=O)(=O)C1=CC=C(C=C1)C)C=1OC(=NN1)CN1CCOCC1 (6-(1H-indol-4-yl)-1-[(4-methylphenyl)sulfonyl]-4-[5-(4-morpholinylmethyl)-1,3,4-oxadiazol-2-yl]-1H-indazole), [OH-].[Na+] (sodium hydroxide), Cl (hydrochloric acid). The solvent is C(C)(C)O (isopropanol). Product: N1C=CC2=C(C=CC=C12)C1=CC(=C2C=NNC2=C1)C=1OC(=NN1)CN1CCOCC1 (6-(1H-Indol-4-yl)-4-[5-(4-morpholinylmethyl)-1,3,4-oxadiazol-2-yl]-1H-indazole). RXN SMILES: [NH:1]1[C:9]2[C:4](=[C:5]([C:10]3[CH:18]=[C:17]4[C:13]([CH:14]=[N:15][N:16]4S(C4C=CC(C)=CC=4)(=O)=O)=[C:12]([C:29]4[O:30][C:31]([CH2:34][N:35]5[CH2:40][CH2:39][O:38][CH2:37][CH2:36]5)=[N:32][N:33]=4)[CH:11]=3)[CH:6]=[CH:7][CH:8]=2)[CH:3]=[CH:2]1.[OH-].[Na+].Cl>C(O)(C)C>[NH:1]1[C:9]2[C:4](=[C:5]([C:10]3[CH:18]=[C:17]4[C:13]([CH:14]=[N:15][NH:16]4)=[C:12]([C:29]4[O:30][C:31]([CH2:34][N:35]5[CH2:40][CH2:39][O:38][CH2:37][CH2:36]5)=[N:32][N:33]=4)[CH:11]=3)[CH:6]=[CH:7][CH:8]=2)[CH:3]=[CH:2]1 |f:1.2|. Reported procedure: A stirred solution of 6-(1H-indol-4-yl)-1-[(4-methylphenyl)sulfonyl]-4-[5-(4-morpholinylmethyl)-1,3,4-oxadiazol-2-yl]-1H-indazole (25 mg, 0.045 mmol) and 2M sodium hydroxide (3 ml) in isopropanol (10 ml) was stirred at room temperature for 1 h. The solution was treated with 2M hydrochloric acid (3 ml) and evaporated to low bulk until the product was precipitated. The resulting solid was collected by filtration and washed with water to give the title compound as a cream coloured solid (15 mg).